Dataset: the Open Reaction Database (ORD), a public repository of structured organic reaction records. Task: describe an organic reaction: reactants, conditions, products, and yield Reactants: Cc1cc(CO)cc(C)n1, ClC(Cl)Cl, O=S(Cl)Cl. Product: Cc1cc(CCl)cc(C)n1. As a reaction SMILES: [CH3:1][c:2]1[n:3][c:4]([CH3:10])[cH:5][c:6]([CH2:8][OH:9])[cH:7]1.[Cl:15][CH:16]([Cl:17])[Cl:18].[S:11]([Cl:12])([Cl:13])=[O:14]>>[CH3:1][c:2]1[n:3][c:4]([CH3:10])[cH:5][c:6]([CH2:8][Cl:13])[cH:7]1. The reactants are Cl (HCl), CCN(C(C)C)C(C)C (DIPEA), N[C@@H](CO)C1CCCCC1 ((R)-2-Amino-2-cyclohexyl-ethanol), ClC(Cl)(OC(OC(Cl)(Cl)Cl)=O)Cl (triphosgene). Run in C(Cl)Cl (CH2Cl2). Run at time 12 hour. Product: C1(CCCCC1)[C@H]1NC(OC1)=O ((R)-4-Cyclohexyl-oxazolidin-2-one). RXN SMILES: [NH2:1][C@H:2]([CH:5]1[CH2:10][CH2:9][CH2:8][CH2:7][CH2:6]1)[CH2:3][OH:4].Cl.CCN(C(C)C)C(C)C.Cl[C:22](Cl)([O:24]C(=O)OC(Cl)(Cl)Cl)Cl>C(Cl)Cl>[CH:5]1([C@@H:2]2[CH2:3][O:4][C:22](=[O:24])[NH:1]2)[CH2:10][CH2:9][CH2:8][CH2:7][CH2:6]1. Reported procedure: To a solution of (R)-2-Amino-2-cyclohexyl-ethanol.HCl salt (1.0 g, 5.57 mmol, 1.0 equiv) in CH2Cl2 (30.0 mL) at 0° C. was added DIPEA (1.94 mL, 11.1 mmol, 2.0 equiv) followed by triphosgene (4.95 g, 16.7 mmol, 3.0 equiv) and the resulting solution was stirred at room temperature for 12 hours. The solution was then concentrated and the residue was diluted with EtOAc. The solution was washed with water, brine, dried over Na2SO4 and concentrated. The residue was purified by silica gel column chroma... Reaction SMILES: [Br:29][CH2:30][C:31](=[O:32])[C:33]([O:34][CH2:35][CH3:36])=[O:37].[CH2:20]([CH3:21])[N:22]([CH:23]([CH3:24])[CH3:25])[CH:26]([CH3:27])[CH3:28].[CH3:38][CH2:39][O:40][CH2:41][CH3:42].[NH2:1][C:2]1=[N:18][c:17]2[c:12]([cH:13][c:14]([Br:19])[cH:15][cH:16]2)[C:5]([c:6]2[cH:7][cH:8][cH:9][cH:10][n:11]2)=[N:4][CH2:3]1.[O:43]1[CH2:44][CH2:45][CH2:46][CH2:47]1>>[BrH:19].[CH2:20]([CH3:21])[N:22]([CH:23]([CH3:24])[CH3:25])[CH:26]([CH3:27])[CH3:28]. Starting materials: CCOC(=O)C(=O)CBr, CCN(C(C)C)C(C)C, CCOCC, NC1=Nc2ccc(Br)cc2C(c2ccccn2)=NC1, C1CCOC1. Product: Br, CCN(C(C)C)C(C)C. Reactants: C(C)(C)(C)OC(=O)N1CCN(CC1)C1=C(C=CC(=C1)O)C1CC(CC(C1)(C)C)(C)C (4-[5-hydroxy-2-(3,3,5,5-tetramethylcyclohexyl)phenyl]piperazine-1-carboxylic acid t-butyl ester), C(C)(C)N(CC)C(C)C (diisopropylethylamine), FC(C(C(C(F)(F)F)(F)F)(F)F)(S(=O)(=O)F)F (Perfluorobutanesulfonyl fluoride). Reagents/catalysts: CN(C1=CC=NC=C1)C (4-dimethylaminopyridine). The solvent is ClCCl (dichloromethane), ClCCl (dichloromethane), O (Water). Reaction conditions: time 16 hour. Yields the product C(C)(C)(C)OC(=O)N1CCN(CC1)C1=C(C=CC(=C1)OS(=O)(=O)C(C(C(C(F)(F)F)(F)F)(F)F)(F)F)C1CC(CC(C1)(C)C)(C)C (4-[5-(Nonafluorobutane-1-sulfonyloxy)-2-(3,3,5,5-tetramethylcyclohexyl)phenyl]piperazine-1-carboxylic acid t-butyl ester). Yield: 95.8%. As a reaction SMILES: [C:1]([O:5][C:6]([N:8]1[CH2:13][CH2:12][N:11]([C:14]2[CH:19]=[C:18]([OH:20])[CH:17]=[CH:16][C:15]=2[CH:21]2[CH2:26][C:25]([CH3:28])([CH3:27])[CH2:24][C:23]([CH3:30])([CH3:29])[CH2:22]2)[CH2:10][CH2:9]1)=[O:7])([CH3:4])([CH3:3])[CH3:2].C(N(C(C)C)CC)(C)C.[F:40][C:41]([F:56])([S:52](F)(=[O:54])=[O:53])[C:42]([F:51])([F:50])[C:43]([F:49])([F:48])[C:44]([F:47])([F:46])[F:45]>CN(C)C1C=CN=CC=1.ClCCl.O>[C:1]([O:5][C:6]([N:8]1[CH2:13][CH2:12][N:11]([C:14]2[CH:19]=[C:18]([O:20][S:52]([C:41]([F:40])([F:56])[C:42]([F:50])([F:51])[C:43]([F:48])([F:49])[C:44]([F:47])([F:46])[F:45])(=[O:54])=[O:53])[CH:17]=[CH:16][C:15]=2[CH:21]2[CH2:26][C:25]([CH3:28])([CH3:27])[CH2:24][C:23]([CH3:30])([CH3:29])[CH2:22]2)[CH2:10][CH2:9]1)=[O:7])([CH3:4])([CH3:2])[CH3:3]. Procedure: A mixture of 4-[5-hydroxy-2-(3,3,5,5-tetramethylcyclohexyl)phenyl]piperazine-1-carboxylic acid t-butyl ester (1.5 g, 3.60 mmol) produced in Example (81b), 4-dimethylaminopyridine (22.2 mg, 0.18 mmol), diisopropylethylamine (0.758 mL, 4.32 mmol) and dichloromethane (10 mL) was cooled in an ice water bath and stirred under a nitrogen atmosphere. Perfluorobutanesulfonyl fluoride (0.773 mL, 3.96 mmol) was then added dropwise thereto. After stirring for 1 hour and 20 minutes under the same conditions...